This data is from the Open Reaction Database (ORD), a public repository of structured organic reaction records. The task is: describe an organic reaction: reactants, conditions, products, and yield The reactants are OC1C=2C=C(C=NC2NCC1)C1=CC=C(C=C1)C(=O)N1CCN(CC1)C ([4-(5-Hydroxy-5,6,7,8-tetrahydro-[1,8]naphthyridin-3-yl)phenyl]-(4-methylpiperazin-1-yl)methanone), FC1=CC(=C(C=C1)C(C)=O)O (1-(4-fluoro-2-hydroxyphenyl)ethanone). The solvent is CO.C(Cl)Cl (methanol CH2Cl2). Yields the product FC1=CC(=C(C=C1)C(C)=O)OC1CCNC2=NC=C(C=C12)C1=CC=C(C=C1)C(=O)N1CCN(CC1)C (1-(4-Fluoro-2-{6-[4-(4-methylpiperazine-1-carbonyl)phenyl]-1,2,3,4-tetrahydro-[1,8]naphthyridin-4-yloxy}phenyl)ethanone). The yield is 53.0%. As a reaction SMILES: [OH:1][CH:2]1[CH2:11][CH2:10][NH:9][C:8]2[N:7]=[CH:6][C:5]([C:12]3[CH:17]=[CH:16][C:15]([C:18]([N:20]4[CH2:25][CH2:24][N:23]([CH3:26])[CH2:22][CH2:21]4)=[O:19])=[CH:14][CH:13]=3)=[CH:4][C:3]1=2.[F:27][C:28]1[CH:33]=[CH:32][C:31]([C:34](=[O:36])[CH3:35])=[C:30](O)[CH:29]=1>CO.C(Cl)Cl>[F:27][C:28]1[CH:33]=[CH:32][C:31]([C:34](=[O:36])[CH3:35])=[C:30]([O:1][CH:2]2[C:3]3[C:8](=[N:7][CH:6]=[C:5]([C:12]4[CH:13]=[CH:14][C:15]([C:18]([N:20]5[CH2:21][CH2:22][N:23]([CH3:26])[CH2:24][CH2:25]5)=[O:19])=[CH:16][CH:17]=4)[CH:4]=3)[NH:9][CH2:10][CH2:11]2)[CH:29]=1 |f:2.3|. Reported procedure: [4-(5-Hydroxy-5,6,7,8-tetrahydro-[1,8]naphthyridin-3-yl)phenyl]-(4-methylpiperazin-1-yl)methanone (30 mg) was reacted with 1-(4-fluoro-2-hydroxyphenyl)ethanone (39.4 mg) as in General Procedure 12. Silica gel chromatography using a gradient of 0-15% methanol/CH2Cl2 as the eluting solvent gave the title compound as a yellow foam (53% yield). LCMS: m/z=489.14 (M+H+), 1H-NMR (CDCl3, 400 MHz) δ 2.11-2.25 (m, 2H), 2.32 (s, 3H), 2.32-2.58 (m, 4H), 2.45 (s, 3H), 3.40-3.68 (m, 4H), 3.70-3.90 (m, 2H), 5.... The reactants are C(#N)C1=CC(=C(C=C1)C=1C=NN(C1O)C1=NC=C(C(=O)O)C=C1)C (6-(4-(4-cyano-2-methylphenyl)-5-hydroxy-1H-pyrazol-1-yl)nicotinic acid), COCCCN (3-methoxypropan-1-amine). Yields the product C(#N)C1=CC(=C(C=C1)C=1C=NN(C1O)C1=NC=C(C(=O)NCCCOC)C=C1)C (6-(4-(4-cyano-2-methylphenyl)-5-hydroxy-1H-pyrazol-1-yl)-N-(3-methoxypropyl)nicotinamide). As a reaction SMILES: [C:1]([C:3]1[CH:8]=[CH:7][C:6]([C:9]2[CH:10]=[N:11][N:12]([C:15]3[CH:23]=[CH:22][C:18]([C:19](O)=[O:20])=[CH:17][N:16]=3)[C:13]=2[OH:14])=[C:5]([CH3:24])[CH:4]=1)#[N:2].[CH3:25][O:26][CH2:27][CH2:28][CH2:29][NH2:30]>>[C:1]([C:3]1[CH:8]=[CH:7][C:6]([C:9]2[CH:10]=[N:11][N:12]([C:15]3[CH:23]=[CH:22][C:18]([C:19]([NH:30][CH2:29][CH2:28][CH2:27][O:26][CH3:25])=[O:20])=[CH:17][N:16]=3)[C:13]=2[OH:14])=[C:5]([CH3:24])[CH:4]=1)#[N:2]. Procedure: The title compound was prepared in a manner similar to Example 112 using 6-(4-(4-cyano-2-methylphenyl)-5-hydroxy-1H-pyrazol-1-yl)nicotinic acid and 3-methoxypropan-1-amine. 1H NMR (400 MHz, DMSO-d6) δ ppm 1.79 (quin, J=6.63 Hz, 2H) 2.44 (s, 3H) 3.25 (s, 3H) 3.34 (q, J=6.65 Hz, 2H) 3.40 (t, J=6.19 Hz, 2H) 7.67 (d, J=7.83 Hz, 1H) 7.74 (s, 1H) 7.78 (d, J=6.82 Hz, 1H) 8.18 (br. s., 1H) 8.41 (d, J=6.06 Hz, 2H) 8.71 (t, J=5.31 Hz, 1H) 8.83-9.01 (m, 1H) 13.19 (br. s., 1H). MS m/z [M+H]+ 392.2. Reactants: C([O-])([O-])=O.[K+].[K+] (potassium carbonate), C1(=CC=CC=C1)C (toluene), C(#N)C=1C=C(C=CC1OS(=O)(=O)C(F)(F)F)C=1C=C(C(=O)OC)C=CN1 (methyl 2-(3-cyano-4-{[(trifluoromethyl)sulfonyl]oxy}phenyl)isonicotinate), C(C)(C)[Si](N1C=C(C=C1)B(O)O)(C(C)C)C(C)C (1-(triisopropylsilyl)pyrrole-3-boronic acid). The reagents and catalysts are C=1C=CC(=CC1)[P](C=2C=CC=CC2)(C=3C=CC=CC3)[Pd]([P](C=4C=CC=CC4)(C=5C=CC=CC5)C=6C=CC=CC6)([P](C=7C=CC=CC7)(C=8C=CC=CC8)C=9C=CC=CC9)[P](C=1C=CC=CC1)(C=1C=CC=CC1)C=1C=CC=CC1 (tetrakis(triphenylphosphine)palladium). Solvent: O (Water). Reaction conditions: temperature 130 celsius. Product: C(#N)C=1C=C(C=CC1C1=CN(C=C1)[Si](C(C)C)(C(C)C)C(C)C)C=1C=C(C(=O)OC)C=CN1 (methyl 2-{3-cyano-4-[1-(triisopropylsilyl)-1H-pyrrol-3-yl]phenyl}isonicotinate). Isolated yield 5.2%. RXN SMILES: C(=O)([O-])[O-].[K+].[K+].C1(C)C=CC=CC=1.[C:14]([C:16]1[CH:17]=[C:18]([C:30]2[CH:31]=[C:32]([CH:37]=[CH:38][N:39]=2)[C:33]([O:35][CH3:36])=[O:34])[CH:19]=[CH:20][C:21]=1OS(C(F)(F)F)(=O)=O)#[N:15].[CH:40]([Si:43]([CH:55]([CH3:57])[CH3:56])([CH:52]([CH3:54])[CH3:53])[N:44]1[CH:48]=[CH:47][C:46](B(O)O)=[CH:45]1)([CH3:42])[CH3:41]>C1C=CC([P]([Pd]([P](C2C=CC=CC=2)(C2C=CC=CC=2)C2C=CC=CC=2)([P](C2C=CC=CC=2)(C2C=CC=CC=2)C2C=CC=CC=2)[P](C2C=CC=CC=2)(C2C=CC=CC=2)C2C=CC=CC=2)(C2C=CC=CC=2)C2C=CC=CC=2)=CC=1.O>[C:14]([C:16]1[CH:17]=[C:18]([C:30]2[CH:31]=[C:32]([CH:37]=[CH:38][N:39]=2)[C:33]([O:35][CH3:36])=[O:34])[CH:19]=[CH:20][C:21]=1[C:46]1[CH:47]=[CH:48][N:44]([Si:43]([CH:52]([CH3:54])[CH3:53])([CH:55]([CH3:57])[CH3:56])[CH:40]([CH3:41])[CH3:42])[CH:45]=1)#[N:15] |f:0.1.2,^1:61,63,82,101|. Procedure details: 58 mg of tetrakis(triphenylphosphine)palladium and 208 mg of potassium carbonate were added to a toluene (10 ml) solution of 386 mg of methyl 2-(3-cyano-4-{[(trifluoromethyl)sulfonyl]oxy}phenyl)isonicotinate and 534 mg of 1-(triisopropylsilyl)pyrrole-3-boronic acid, then this was irradiated with microwaves and heated at 130° C. in a nitrogen atmosphere for 1 hour. Water was added to the reaction mixture, followed by extraction with ethyl acetate. The organic layer was washed with brine, dried an... The reactants are COC([C@@H](NS(=O)(=O)C1=CC(=CC=C1)C)CNC(C[C@@H]1C[C@@H](N(C(O1)=O)C)C1=CC=C(C=C1)C=NN)=O)=O (Cis-3-[[[4-[4-(aminoiminomethyl)phenyl]tetrahydro-3-methyl-2-oxo-2H-1,3-oxazin-6-yl]acetyl]amino]-N-[(3-methylphenyl)sulfonyl]-L-alanine methyl ester), Cl (HCl). Conditions: time 36 hour. The product is Cl.NN=CC1=CC=C(C=C1)[C@@H]1N(C(O[C@@H](C1)CC(=O)NC[C@H](NS(=O)(=O)C1=CC(=CC=C1)C)C(=O)O)=O)C (Cis-3-[[[4-[4-(aminoiminomethyl)phenyl]tetrahydro-3-methyl-2-oxo-2H-1,3-oxazin-6-yl]acetyl]amino]-N-[(3-methylphenyl)sulfonyl]-L-alanine monohydrogenchloride). Yield: 90.0%. Reaction SMILES: C[O:2][C:3](=[O:38])[C@H:4]([CH2:16][NH:17][C:18](=[O:37])[CH2:19][C@H:20]1[O:25][C:24](=[O:26])[N:23]([CH3:27])[C@@H:22]([C:28]2[CH:33]=[CH:32][C:31]([CH:34]=[N:35][NH2:36])=[CH:30][CH:29]=2)[CH2:21]1)[NH:5][S:6]([C:9]1[CH:14]=[CH:13][CH:12]=[C:11]([CH3:15])[CH:10]=1)(=[O:8])=[O:7].[ClH:39]>>[ClH:39].[NH2:36][N:35]=[CH:34][C:31]1[CH:30]=[CH:29][C:28]([C@H:22]2[CH2:21][C@@H:20]([CH2:19][C:18]([NH:17][CH2:16][C@@H:4]([C:3]([OH:38])=[O:2])[NH:5][S:6]([C:9]3[CH:14]=[CH:13][CH:12]=[C:11]([CH3:15])[CH:10]=3)(=[O:8])=[O:7])=[O:37])[O:25][C:24](=[O:26])[N:23]2[CH3:27])=[CH:33][CH:32]=1 |f:2.3|. Reported procedure: Cis-3-[[[4-[4-(aminoiminomethyl)phenyl]tetrahydro-3-methyl-2-oxo-2H-1,3-oxazin-6-yl]acetyl]amino]-N-[(3-methylphenyl)sulfonyl]-L-alanine methyl ester(30 mg, 0.06 mmol) was dissolved in 3N HCl(3 ml). The resulting solution was stirred at rt for 36 hrs and then concentrated to yield the acid as an amorphous solid(90 mg, 90% yield). The acid was further purified by reverse HPLC using water and 0.1% TFA in acetonitrile as eluent. MS(ESI) Calc. for (M+1)+ : 532. Found: 532. The reactants are C(F)(F)F.C(C)(C)(C)O[K].CN(C)C=O (CF3H tBuOK DMF), C(C1=CC=CC=C1)=O (benzaldehyde). The product is C(C1=CC=CC=C1)O (benzyl alcohol), C(C1=CC=CC=C1)(=O)O (benzoic acid). As a reaction SMILES: C(F)(F)F.C([O:9][K])(C)(C)C.CN(C=O)C.[CH:16](=[O:23])[C:17]1[CH:22]=[CH:21][CH:20]=[CH:19][CH:18]=1>>[CH2:16]([OH:23])[C:17]1[CH:22]=[CH:21][CH:20]=[CH:19][CH:18]=1.[C:16]([OH:9])(=[O:23])[C:17]1[CH:22]=[CH:21][CH:20]=[CH:19][CH:18]=1 |f:0.1.2|. Reported procedure: Shono and co-workers found that when they used CF3H/tBuOK/DMF to react with benzaldehyde at −50° C., benzyl alcohol and benzoic acid were formed by the competing Cannizzaro reaction (Shono, T.; Ishifume, M.; Okada, T.; Kashimura, S. J. Org. Chem. 1991, 56, 2). As mentioned above, the product of the present method is substantially free of benzyl alcohol and benzoic acid. Although Russell and Roques repeated the Shono reaction using excess CF3H (9.5 eq.) and tBuOK (2.2 eq.) at −50° C., and 67% yie...